The task is: describe an organic reaction: reactants, conditions, products, and yield. This data is from the Open Reaction Database (ORD), a public repository of structured organic reaction records. Starting materials: NC1=C(C=C(C=C1)C=1C(CC(NN1)=O)C)[N+](=O)[O-] (6-(4-amino-3-nitrophenyl)-5-methyl-2,3,4,5-tetrahydropyridazin-3-one). Reagents/catalysts: [Pd] (palladium-on-charcoal). The solvent is CO (methanol). The product is NC=1C=C(C=CC1N)C=1C(CC(NN1)=O)C (6-(3,4-diaminophenyl)-5-methyl-2,3,4,5-tetrahydropyridazin-3-one). RXN SMILES: [NH2:1][C:2]1[CH:7]=[CH:6][C:5]([C:8]2[CH:9]([CH3:15])[CH2:10][C:11](=[O:14])[NH:12][N:13]=2)=[CH:4][C:3]=1[N+:16]([O-])=O>CO.[Pd]>[NH2:16][C:3]1[CH:4]=[C:5]([C:8]2[CH:9]([CH3:15])[CH2:10][C:11](=[O:14])[NH:12][N:13]=2)[CH:6]=[CH:7][C:2]=1[NH2:1]. Procedure: 100 g of 6-(4-amino-3-nitrophenyl)-5-methyl-2,3,4,5-tetrahydropyridazin-3-one are dissolved in 2 1 of methanol and hydrogenated over 20 g of 5% palladium-on-charcoal at 20° and 1 bar until absorption ceases. Filtration and evaporation give 6-(3,4-diaminophenyl)-5-methyl-2,3,4,5-tetrahydropyridazin-3-one, m.p. 195°-196°. Reactants: O=C1SC(=C(N1)C(C(F)(F)F)(F)F)C(=O)OCC (ethyl 2,3-dihydro-2-oxo-4-pentafluoroethyl-5-thiazolecarboxylate), N1=CC=CC=C1 (pyridine), P(=O)(Cl)(Cl)Cl (phosphorus oxychloride). The product is ClC=1SC(=C(N1)C(C(F)(F)F)(F)F)C(=O)OCC (ethyl 2-chloro-4-pentafluoroethyl-5-thiazolecarboxylate). The yield is 71.0%. RXN SMILES: O=[C:2]1[NH:6][C:5]([C:7]([F:13])([F:12])[C:8]([F:11])([F:10])[F:9])=[C:4]([C:14]([O:16][CH2:17][CH3:18])=[O:15])[S:3]1.N1C=CC=CC=1.P(Cl)(Cl)([Cl:27])=O>>[Cl:27][C:2]1[S:3][C:4]([C:14]([O:16][CH2:17][CH3:18])=[O:15])=[C:5]([C:7]([F:13])([F:12])[C:8]([F:11])([F:10])[F:9])[N:6]=1. Procedure details: To a stirred mixture of 65 g (0.4995 mole) of ethyl acetoacetate, 200 ml. of methanol and 100 ml. of saturated sodium acetate at 50° C. was introduced 100 g (0.769 mole) of pentafluoropropionitrile in 3 hours. The reaction mixture was poured into 1200 ml. of water. An oil separated from the reaction mixture. The aqueous solution was extracted with ether. The ether solution was combined with the oil, dried (MgSO4) and concentrated under reduced pressure. The residue was distilled to give 40 g (37...